Task: describe an organic reaction: reactants, conditions, products, and yield. Dataset: the Open Reaction Database (ORD), a public repository of structured organic reaction records The reactants are O (water), ClC1=C(C=C2C(=N1)C=CS2)C#N (5-chlorothieno[3,2-b]pyridine-6-carbonitrile), [I-].[Na+] (sodium iodide), Cl (hydrochloric acid). The solvent is C(C)#N (acetonitrile). Product: IC1=C(C=C2C(=N1)C=CS2)C#N (5-iodothieno[3,2-b]pyridine-6-carbonitrile). RXN SMILES: Cl[C:2]1[N:7]=[C:6]2[CH:8]=[CH:9][S:10][C:5]2=[CH:4][C:3]=1[C:11]#[N:12].[I-:13].[Na+].Cl.O>C(#N)C>[I:13][C:2]1[N:7]=[C:6]2[CH:8]=[CH:9][S:10][C:5]2=[CH:4][C:3]=1[C:11]#[N:12] |f:1.2|. Procedure: A solution of 5 g of 5-chlorothieno[3,2-b]pyridine-6-carbonitrile, 10 g of sodium iodide and 1 ml of concentrated hydrochloric acid in 70 ml of acetonitrile was heated at reflux for 65 hours. The mixture was then poured into water and the resulting solid was separated by filtration. The solid was recrystallized from acetone to give 5-iodothieno[3,2-b]pyridine-6-carbonitrile as white needles melting at about 190°-191° C. Reactants: C(C)=O (acetaldehyde), [Cl-].[NH4+] (ammonium chloride), C(CCC)[Li] (n-Butyl lithium), C(C)(C)(C)OC(NC1=C(C(=C(C=C1OC)Cl)C)Br)=O ((2-bromo-4-chloro-6-methoxy-3-methyl-phenyl)-carbamic acid tert-butyl ester). The solvent is C1CCOC1 (THF), O (water). Reaction conditions: temperature -78 celsius, time 15 minute. Product: ClC1=C(C2=C(NC(OC2C)=O)C(=C1)OC)C (6-Chloro-8-methoxy-4,5-dimethyl-1,4-dihydro-benzo[d][1,3]oxazin-2-one). RXN SMILES: C([Li])CCC.[C:6]([O:10][C:11](=[O:24])[NH:12][C:13]1[C:18]([O:19][CH3:20])=[CH:17][C:16]([Cl:21])=[C:15]([CH3:22])[C:14]=1Br)([CH3:9])(C)C.C(=O)C.[Cl-].[NH4+]>C1COCC1.O>[Cl:21][C:16]1[CH:17]=[C:18]([O:19][CH3:20])[C:13]2[NH:12][C:11](=[O:24])[O:10][CH:6]([CH3:9])[C:14]=2[C:15]=1[CH3:22] |f:3.4|. Procedure details: n-Butyl lithium (1.6M in hexane, 5.1 ml, 8.1 mmol) was added dropwise under nitrogen at −78° C. to a solution of (2-bromo-4-chloro-6-methoxy-3-methyl-phenyl)-carbamic acid tert-butyl ester (1.3 g, 3.7 mmol) in THF (22 ml). The reaction was stirred for 15 minutes at −78° C., and acetaldehyde (480 ul, 8.4 mmol) was added. The reaction was warmed overnight to r.t. Saturated aqueous ammonium chloride solution (10 ml) was added, the reaction was diluted with water and extracted twice with diethyl eth... Reactants: C1CCOC1, COc1ccc(C2CN(C)Cc3nc(O)ccc32)cc1, OCCCN1CCCCC1, c1ccc(P(c2ccccc2)c2ccccc2)cc1. The product is COc1ccc(C2CN(C)Cc3nc(OCCCN4CCCCC4)ccc32)cc1. Reaction SMILES: [CH2:50]1[O:51][CH2:52][CH2:53][CH2:54]1.[CH3:1][O:2][c:3]1[cH:4][cH:5][c:6]([CH:9]2[c:10]3[cH:11][cH:12][c:13]([OH:20])[n:14][c:15]3[CH2:16][N:17]([CH3:19])[CH2:18]2)[cH:7][cH:8]1.[N:40]1([CH2:46][CH2:47][CH2:48][OH:49])[CH2:41][CH2:42][CH2:43][CH2:44][CH2:45]1.[c:21]1([P:22]([c:23]2[cH:24][cH:25][cH:26][cH:27][cH:28]2)[c:29]2[cH:30][cH:31][cH:32][cH:33][cH:34]2)[cH:35][cH:36][cH:37][cH:38][cH:39]1>>[CH3:1][O:2][c:3]1[cH:4][cH:5][c:6]([CH:9]2[c:10]3[cH:11][cH:12][c:13]([O:20][CH2:48][CH2:47][CH2:46][N:40]4[CH2:41][CH2:42][CH2:43][CH2:44][CH2:45]4)[n:14][c:15]3[CH2:16][N:17]([CH3:19])[CH2:18]2)[cH:7][cH:8]1. Starting materials: [C@@H]1(C[C@H](O)[C@@H](CO)O1)N1C(=O)NC(=O)C=C1 (2'-deoxyuridine), C(C1=CC=CC=C1)(C1=CC=CC=C1)(C1=CC=CC=C1)Cl (trityl chloride), ice water. Solvent: N1=CC=CC=C1 (pyridine). Conditions: temperature 100 celsius, time 2 hour. The product is C(C1=CC=CC=C1)(C1=CC=CC=C1)(C1=CC=CC=C1)OC[C@@H]1[C@H](C[C@@H](O1)N1C(=O)NC(=O)C=C1)O (5'-O-trityl-2'-deoxyuridine). The yield is 92.7%. As a reaction SMILES: [C@@H:1]1([N:9]2[CH:16]=[CH:15][C:13](=[O:14])[NH:12][C:10]2=[O:11])[O:8][C@H:5]([CH2:6][OH:7])[C@@H:3]([OH:4])[CH2:2]1.[C:17](Cl)([C:30]1[CH:35]=[CH:34][CH:33]=[CH:32][CH:31]=1)([C:24]1[CH:29]=[CH:28][CH:27]=[CH:26][CH:25]=1)[C:18]1[CH:23]=[CH:22][CH:21]=[CH:20][CH:19]=1>N1C=CC=CC=1>[C:17]([O:7][CH2:6][C@H:5]1[O:8][C@@H:1]([N:9]2[CH:16]=[CH:15][C:13](=[O:14])[NH:12][C:10]2=[O:11])[CH2:2][C@@H:3]1[OH:4])([C:18]1[CH:23]=[CH:22][CH:21]=[CH:20][CH:19]=1)([C:30]1[CH:31]=[CH:32][CH:33]=[CH:34][CH:35]=1)[C:24]1[CH:25]=[CH:26][CH:27]=[CH:28][CH:29]=1. Reported procedure: A solution of (50 g, 0.22 mole) of 2'-deoxyuridine and 62 g (0.22 mole) of trityl chloride in 350 ml of dry pyridine was placed in a preheated (100° C.) flask and stirred at 100° C. under an air condenser for two hours. The reaction mixture was cooled to room temperature and slowly poured into 4 L of vigorously stirred ice-water. The solid obtained was filtered, washed with water until free from pyridine, and dissolved in chloroform and dried (Na2SO4 or MgSO4). Filtration and evaporation of chlo... Starting materials: O=c1[nH]c(=O)n(C2OC(CO)C(O)C2O)cc1Cl, O=c1ccn(C2OC(CO)C(O)C2O)c(=O)[nH]1. Yields the product C=C1C(O)C(CO)OC1n1cc(Cl)c(=O)[nH]c1=O. Reaction SMILES: [Cl:18][c:19]1[c:20](=[O:35])[nH:21][c:22](=[O:34])[n:23]([CH:24]2[CH:25]([OH:26])[CH:27]([OH:28])[CH:29]([CH2:30][OH:31])[O:32]2)[cH:33]1.[OH:1][CH2:2][CH:3]1[CH:4]([OH:5])[CH:6]([OH:7])[CH:8]([n:9]2[c:10](=[O:11])[nH:12][c:13](=[O:14])[cH:15][cH:16]2)[O:17]1>>[CH2:2]=[C:25]1[CH:24]([n:23]2[c:22](=[O:34])[nH:21][c:20](=[O:35])[c:19]([Cl:18])[cH:33]2)[O:32][CH:29]([CH2:30][OH:31])[CH:27]1[OH:28]. RXN SMILES: N[C:2]1[CH:7]=[CH:6][C:5]([N:8]2[CH2:13][CH2:12][N:11](C(OC(C)(C)C)=O)[CH2:10][CH2:9]2)=[C:4]([F:21])[CH:3]=1.N([O-])=O.[Na+].[OH-].[Na+].[BrH:28]>O>[Br:28][C:2]1[CH:7]=[CH:6][C:5]([N:8]2[CH2:13][CH2:12][NH:11][CH2:10][CH2:9]2)=[C:4]([F:21])[CH:3]=1 |f:1.2,3.4|. The product is BrC1=CC(=C(C=C1)N1CCNCC1)F (1-(4-bromo-2-fluorophenyl)piperazine). Run at temperature 0 celsius, time 40 minute. Run in O (H2O). Reported procedure: To a solution of tert-butyl 4-(4-amino-2-fluorophenyl)piperazine-1-carboxylate (885 mg, 3 mmol) in 8 mL of aq HBr was added a solution of NaNO2 (228 mg, 3.3 mmol) in 2 mL of H2O at 0° C., then the mixture was stirred at 0° C. for 40 minutes. After that, the mixture was poured into a solution of CuBr (905 mg, 6.3 mmol) in 8 mL aq HBr at 0° C. The reaction was heated to 60° C. and stirred for 2 hours. After cooling, the mixture was based with 2M NaOH to pH=8-9 and extracted with EA, washed with H2... Starting materials: NC1=CC(=C(C=C1)N1CCN(CC1)C(=O)OC(C)(C)C)F (tert-butyl 4-(4-amino-2-fluorophenyl)piperazine-1-carboxylate), N(=O)[O-].[Na+] (NaNO2), Br (HBr), CuBr, Br (HBr), [OH-].[Na+] (NaOH). Starting materials: Cc1cc(OC2CN(C(=O)OC(C)(C)C)C2)ccc1[N+](=O)[O-], CO, CCOC(C)=O. The product is Cc1cc(OC2CN(C(=O)OC(C)(C)C)C2)ccc1N. Reaction SMILES: [C:1]([CH3:2])([CH3:3])([CH3:4])[O:5][C:6](=[O:7])[N:8]1[CH2:9][CH:10]([O:12][c:13]2[cH:14][c:15]([CH3:22])[c:16]([N+:19]([O-:20])=[O:21])[cH:17][cH:18]2)[CH2:11]1.[CH3:23][OH:24].[CH3:25][CH2:26][O:27][C:28](=[O:29])[CH3:30]>>[C:1]([CH3:2])([CH3:3])([CH3:4])[O:5][C:6](=[O:7])[N:8]1[CH2:9][CH:10]([O:12][c:13]2[cH:14][c:15]([CH3:22])[c:16]([NH2:19])[cH:17][cH:18]2)[CH2:11]1. Starting materials: COC1=C(C(C(C1)O)=O)CCCCCCC(=O)OC (methyl 2-methoxy-4-hydroxy-5-oxocyclopent-1-eneheptanoate), CO (methanol), Cl (hydrochloric acid), [H-].[Al+3].[Li+].[H-].[H-].[H-] (lithium aluminum hydride). Run in O1CCCC1 (tetrahydrofuran), O1CCCC1 (tetrahydrofuran), O1CCCC1 (tetrahydrofuran), O1CCCC1 (tetrahydrofuran). Conditions: time 2 hour. Yields the product OC1C=C(C(C1)=O)CCCCCCC(=O)OC (methyl 3-hydroxy-5-oxocylopent-1-eneheptanoate). RXN SMILES: [H-].[Al+3].[Li+].[H-].[H-].[H-].C[O:8][C:9]1[CH2:13][CH:12]([OH:14])[C:11](=O)[C:10]=1[CH2:16][CH2:17][CH2:18][CH2:19][CH2:20][CH2:21][C:22]([O:24][CH3:25])=[O:23].CO.Cl>O1CCCC1>[OH:14][CH:12]1[CH2:13][C:9](=[O:8])[C:10]([CH2:16][CH2:17][CH2:18][CH2:19][CH2:20][CH2:21][C:22]([O:24][CH3:25])=[O:23])=[CH:11]1 |f:0.1.2.3.4.5|. Reported procedure: 222 Parts of redistilled tetrahydrofuran is cooled to 0° and then treated with 15.6 parts by volume of 1M lithium aluminum hydride in tetrahydrofuran. The temperature of that mixture is lowered to -70° and 6.92 parts of methyl 2-methoxy-4-hydroxy-5-oxocyclopent-1-eneheptanoate dissolved in 53 parts of tetrahydrofuran is added. The addition takes place over a 2 minute period and the temperature of the reaction mixture is not allowed to rise above -60°. After the addition is complete, the temperat... Reactants: C(C)(C)(C)OC(NC1=C(C=C(C(=C1)N(CC)CC)Cl)N)=O ([2-amino-4-chloro-5-(diethyl-amino)-phenyl]-carbamic acid tert-butyl ester), C(C)(C)(C)OC(CC(C1=CC(=CC=C1)N1N=NC=C1COC1OCCCC1)=O)=O ((RS)-3-oxo-3-{3-[5-(tetrahydro-pyran-2-yloxymethyl)-[1,2,3]triazol-1-yl]-phenyl}-propionic acid tert-butyl ester). Product: C(C)(C)(C)OC(NC1=C(C=C(C(=C1)N(CC)CC)Cl)NC(CC(C1=CC(=CC=C1)N1N=NC=C1COC1OCCCC1)=O)=O)=O ((RS)-[4-Chloro-5-(diethyl-amino)-2-(3-oxo-3-{3-[5-(tetrahydro-pyran-2-yloxymethyl)-[1,2,3]triazol-1-yl]-phenyl}-propionylamino)-phenyl]-carbamic acid tert-butyl ester), foam. Reaction SMILES: [C:1]([O:5][C:6](=[O:21])[NH:7][C:8]1[CH:13]=[C:12]([N:14]([CH2:17][CH3:18])[CH2:15][CH3:16])[C:11]([Cl:19])=[CH:10][C:9]=1[NH2:20])([CH3:4])([CH3:3])[CH3:2].C([O:26][C:27](=O)[CH2:28][C:29](=[O:49])[C:30]1[CH:35]=[CH:34][CH:33]=[C:32]([N:36]2[C:40]([CH2:41][O:42][CH:43]3[CH2:48][CH2:47][CH2:46][CH2:45][O:44]3)=[CH:39][N:38]=[N:37]2)[CH:31]=1)(C)(C)C>>[C:1]([O:5][C:6](=[O:21])[NH:7][C:8]1[CH:13]=[C:12]([N:14]([CH2:17][CH3:18])[CH2:15][CH3:16])[C:11]([Cl:19])=[CH:10][C:9]=1[NH:20][C:27](=[O:26])[CH2:28][C:29](=[O:49])[C:30]1[CH:35]=[CH:34][CH:33]=[C:32]([N:36]2[C:40]([CH2:41][O:42][CH:43]3[CH2:48][CH2:47][CH2:46][CH2:45][O:44]3)=[CH:39][N:38]=[N:37]2)[CH:31]=1)([CH3:3])([CH3:2])[CH3:4]. Procedure: The title compound was prepared from [2-amino-4-chloro-5-(diethyl-amino)-phenyl]-carbamic acid tert-butyl ester (Example J9) (310 mg, 1.0 mmol) and (RS)-3-oxo-3-{3-[5-(tetrahydro-pyran-2-yloxymethyl)-[1,2,3]triazol-1-yl]-phenyl}-propionic acid tert-butyl ester (Example K5) (402 mg, 1.0 mmol) according to the general procedure M. Obtained as a yellow foam (530 mg). As a reaction SMILES: [CH3:19][CH2:20][OH:21].[N+:1]([O-:2])(=[O:3])[c:4]1[cH:5][c:6]([C:7](=[O:8])[O:9][CH2:10][CH3:11])[cH:12][cH:13][c:14]1[C:15]([F:16])([F:17])[F:18]>>[NH2:1][c:4]1[cH:5][c:6]([C:7](=[O:8])[O:9][CH2:10][CH3:11])[cH:12][cH:13][c:14]1[C:15]([F:16])([F:17])[F:18]. Starting materials: CCO, CCOC(=O)c1ccc(C(F)(F)F)c([N+](=O)[O-])c1. Product: CCOC(=O)c1ccc(C(F)(F)F)c(N)c1.